This data is from the Open Reaction Database (ORD), a public repository of structured organic reaction records. The task is: describe an organic reaction: reactants, conditions, products, and yield Starting materials: CC(CC1C(CCCCCCCCCC1)=O)CS(=O)(=O)C1=CC=CC=C1 (2-(2-Methyl-3-phenylsulfonyl-prop-1-yl)-cyclododecanone), C1(=CC=CC=C1)S(=O)(=O)CCCC1C(CCCCCCCCCC1)=O (2-(3-phenylsulfonyl-prop-1-yl)-cyclododecanone), C(C(C)=C)C1C(CCCCCCCCCC1)=O (2-methallyl-cyclododecanone), C1(=CC=CC=C1)S (thiophenol), α,α'-azoisobutyronitrile. Product: CC1C=C2CCCCCCCCCC=C2C1 (14-Methyl-bicyclo[10.3.0]pentadec-1,12-diene). The yield is 86.0%. As a reaction SMILES: [CH3:1][CH:2]([CH2:17]S(C1C=CC=CC=1)(=O)=O)[CH2:3][CH:4]1[CH2:15][CH2:14][CH2:13][CH2:12][CH2:11][CH2:10][CH2:9][CH2:8][CH2:7][CH2:6][C:5]1=O.C(C1CCCCCCCCCCC1=O)C(=C)C.C1(S)C=CC=CC=1.C1(S(CCCC2CCCCCCCCCCC2=O)(=O)=O)C=CC=CC=1>>[CH3:17][CH:2]1[CH2:3][C:4]2[C:5]([CH2:6][CH2:7][CH2:8][CH2:9][CH2:10][CH2:11][CH2:12][CH2:13][CH2:14][CH:15]=2)=[CH:1]1. Procedure: 2-(2-Methyl-3-phenylsulfonyl-prop-1-yl)-cyclododecanone used hereinabove (Examples 3 and 4) as starting material was prepared as follows: 235 g (1 mole) of 2-methallyl-cyclododecanone--Chem. Comm. 1976, 1021--in admixture with 132 g (1.2 mole) of thiophenol and 3.0 g (0.018 mole) of α,α'-azoisobutyronitrile were heated at 115° for 32 hours and subsequently subjected to oxidation in accordance with the method described in Example 2 for 2-(3-phenylsulfonyl-prop-1-yl)-cyclododecanone to afford, aft... Starting materials: C(C1=CC=CC=C1)OC1=CC=C(C=C1)C=1C=C(C(NN1)=O)C(=O)OCC (ethyl 6-[4-(benzyloxy)phenyl]-3-oxo-2,3-dihydropyridazine-4-carboxylate), diethyl hydroxy(pyridin-2-oxoethyl)malonate, Cl.Cl.NN (hydrazine dihydrochloride). Solvent: C(C)O (ethanol). Yields the product N1=C(C=CC=C1)C=1C=C(C(NN1)=O)C(=O)OCC (ethyl 6-pyridin-2-yl-3-oxo-2,3-dihydropyridazine-4-carboxylate). Reaction SMILES: C(O[C:9]1[CH:14]=C[C:12]([C:15]2[CH:16]=[C:17]([C:22]([O:24][CH2:25][CH3:26])=[O:23])[C:18](=[O:21])[NH:19][N:20]=2)=[CH:11][CH:10]=1)C1C=CC=CC=1.Cl.Cl.[NH2:29]N>C(O)C>[N:29]1[CH:14]=[CH:9][CH:10]=[CH:11][C:12]=1[C:15]1[CH:16]=[C:17]([C:22]([O:24][CH2:25][CH3:26])=[O:23])[C:18](=[O:21])[NH:19][N:20]=1 |f:1.2.3|. Procedure details: Working as in example 19 for the preparation of ethyl 6-[4-(benzyloxy)phenyl]-3-oxo-2,3-dihydropyridazine-4-carboxylate, but starting with 31.1 g of diethyl hydroxy(pyridin-2-oxoethyl)malonate, 11.55 g of hydrazine dihydrochloride and 700 cm3 of ethanol, and after purification by chromatography on silica gel (particle size 40-63 μm, under an argon pressure of 150 kPa), eluting with dichloromethane, followed by recrystallization from ethanol, 6.9 g of ethyl 6-pyridin-2-yl-3-oxo-2,3-dihydropyridaz... Starting materials: CN1CCCN(C)C1=O, CN1CCCN(C)C1=O, CC(C)[N-]C(C)C, O=C(O)Cc1cccc(Cl)c1, ICC1CCCC1, [Li+], C1CCOC1. The product is O=C(O)C(CC1CCCC1)c1cccc(Cl)c1. As a reaction SMILES: [CH3:27][N:28]1[CH2:29][CH2:30][CH2:31][N:32]([CH3:33])[C:34]1=[O:35].[CH3:41][N:42]1[CH2:43][CH2:44][CH2:45][N:46]([CH3:47])[C:48]1=[O:49].[CH:1]([N-:2][CH:3]([CH3:4])[CH3:5])([CH3:6])[CH3:7].[Cl:9][c:10]1[cH:11][c:12]([CH2:16][C:17](=[O:18])[OH:19])[cH:13][cH:14][cH:15]1.[I:20][CH2:21][CH:22]1[CH2:23][CH2:24][CH2:25][CH2:26]1.[Li+:8].[O:36]1[CH2:37][CH2:38][CH2:39][CH2:40]1>>[Cl:9][c:10]1[cH:11][c:12]([CH:16]([C:17](=[O:18])[OH:19])[CH2:21][CH:22]2[CH2:23][CH2:24][CH2:25][CH2:26]2)[cH:13][cH:14][cH:15]1. Solvent: C1CCOC1 (THF). Procedure details: To the solution of ethyl 2-(2-(2-(tert-butoxycarbonylamino)acetyl) hydrazinyl)-2-oxoacetate (9-4) (228 mg, 0.6913 mmol) in THF (10 mL) was added lawesson's reagent (354 mg, 0.8669 mmol). The solution was heated to reflux for 3 h. Then solvent was evaporated under reduced pressure and the residue was purified by chromatography on silica gel with the eluant (PE/EA/NEt3=10/1/1%; 5/1/1%; 2/1/1%). The yellow solid was obtained as the product (520 mg, 69%). 1H NMR (500 MHz, CDCl3) δ 5.31 (br, 1H), 4.7... Product: C(C)(C)(C)OC(=O)NCC1=NN=C(S1)C(=O)OCC (Ethyl 5-((tert-butoxycarbonylamino)methyl)-1,3,4-thiadiazole-2-carboxylate). As a reaction SMILES: [C:1]([O:5][C:6]([NH:8][CH2:9][C:10]([NH:12][NH:13][C:14](=O)[C:15]([O:17][CH2:18][CH3:19])=[O:16])=O)=[O:7])([CH3:4])([CH3:3])[CH3:2].COC1C=CC(P2(SP(C3C=CC(OC)=CC=3)(=S)S2)=[S:30])=CC=1>C1COCC1>[C:1]([O:5][C:6]([NH:8][CH2:9][C:10]1[S:30][C:14]([C:15]([O:17][CH2:18][CH3:19])=[O:16])=[N:13][N:12]=1)=[O:7])([CH3:4])([CH3:3])[CH3:2]. Reactants: C(C)(C)(C)OC(=O)NCC(=O)NNC(C(=O)OCC)=O (Ethyl 2-(2-(2-(tert-butoxycarbonylamino)acetyl)hydrazinyl)-2-oxoacetate), COC=1C=CC(=CC1)P2(=S)SP(=S)(S2)C=3C=CC(=CC3)OC (lawesson's reagent). Yield: 261.8%. The reactants are ClC1=CC=C(C=C1)C=1C=C(C=NC1OCC(F)(F)F)NC(C(C)=O)=O (N-[5-(4-Chloro-phenyl)-6-(2,2,2-trifluoro-ethoxy)-pyridin-3-yl]-2-oxo-propionamide), Cl.CON (O-Methyl hydroxylamine hydrochloride). Solvent: CO (methanol). Reaction conditions: time 8 hour. Product: ClC1=CC=C(C=C1)C=1C=C(C=NC1OCC(F)(F)F)NC(/C(/C)=N/OC)=O ((E)-N-(5-(4-chlorophenyl)-6-(2,2,2-trifluoroethoxy)pyridin-3-yl)-2-(methoxyimino)-propanamide). As a reaction SMILES: [Cl:1][C:2]1[CH:7]=[CH:6][C:5]([C:8]2[CH:9]=[C:10]([NH:20][C:21](=[O:25])[C:22](=O)[CH3:23])[CH:11]=[N:12][C:13]=2[O:14][CH2:15][C:16]([F:19])([F:18])[F:17])=[CH:4][CH:3]=1.Cl.[CH3:27][O:28][NH2:29]>CO>[Cl:1][C:2]1[CH:7]=[CH:6][C:5]([C:8]2[CH:9]=[C:10]([NH:20][C:21](=[O:25])/[C:22](=[N:29]/[O:28][CH3:27])/[CH3:23])[CH:11]=[N:12][C:13]=2[O:14][CH2:15][C:16]([F:19])([F:17])[F:18])=[CH:4][CH:3]=1 |f:1.2|. Procedure details: N-[5-(4-Chloro-phenyl)-6-(2,2,2-trifluoro-ethoxy)-pyridin-3-yl]-2-oxo-propionamide (0.063 g, 169 μmol) was dissolved in methanol (1.00 mL). O-Methyl hydroxylamine hydrochloride (70.6 mg, 845 μmol) was added and the reaction mixture was stirred at room temperature overnight. The solvent was evaporated and the residue was partitioned between water and ethyl acetate; the organic phase was dried with MgSO4 and concentrated in vacuo to deliver 67 mg (89%) of the title compound as white solid; LC-MS (... Reactants: CC(C)(C#N)c1ccc(F)cc1Br, C1COCCOCCOCCOCCOCCO1, CCO, [Na+], [OH-]. The product is CC(C)(C(=O)O)c1ccc(F)cc1Br. As a reaction SMILES: [Br:1][c:2]1[c:3]([C:9]([C:10]#[N:11])([CH3:12])[CH3:13])[cH:4][cH:5][c:6]([F:8])[cH:7]1.[CH2:14]1[O:15][CH2:17][CH2:18][O:19][CH2:20][CH2:21][O:22][CH2:23][CH2:24][O:25][CH2:26][CH2:27][O:28][CH2:29][CH2:30][O:16][CH2:31]1.[CH3:34][CH2:35][OH:36].[Na+:33].[OH-:32]>>[Br:1][c:2]1[c:3]([C:9]([C:10]([OH:16])=[O:32])([CH3:12])[CH3:13])[cH:4][cH:5][c:6]([F:8])[cH:7]1. Reactants: ( 4 ), FC(C=1N=CN(C1)C1=C(C=C(C=C1)[N+](=O)[O-])OC)F (4-(difluoromethyl)-1-(2-methoxy-4-nitrophenyl)-1H-imidazole). Reagents/catalysts: [Pd] (Palladium on carbon). The solvent is CO (methanol). Reaction conditions: time 2 hour. Product: FC(C=1N=CN(C1)C1=C(C=C(N)C=C1)OC)F (4-(4-(difluoromethyl)-1H-imidazol-1-yl)-3-methoxyaniline). Yield: 8.1%. Reaction SMILES: [F:1][CH:2]([F:19])[C:3]1[N:4]=[CH:5][N:6]([C:8]2[CH:13]=[CH:12][C:11]([N+:14]([O-])=O)=[CH:10][C:9]=2[O:17][CH3:18])[CH:7]=1>[Pd].CO>[F:19][CH:2]([F:1])[C:3]1[N:4]=[CH:5][N:6]([C:8]2[CH:13]=[CH:12][C:11]([NH2:14])=[CH:10][C:9]=2[O:17][CH3:18])[CH:7]=1. Reported procedure: Step N (4): 10% Palladium on carbon (250 mg) was added under an atmosphere of nitrogen to a solution of 4-(difluoromethyl)-1-(2-methoxy-4-nitrophenyl)-1H-imidazole (2.5 g, 92.9 mmol) in methanol (25 mL). The flask was repeatedly evacuated and flushed with hydrogen gas (double balloon). The resulting mixture was allowed to stir at rt for 2 h. The reaction vessel was purged with nitrogen gas. The crude reaction mixture was filtered through a short diatomaceous earth (Celite®) plug. Rinsed reaction... The reactants are BrC=1C=NC=NC1 (5-bromopyrimidine), NC1CCN(CC1)C(=O)OC(C)(C)C (4-amino-1-Boc-piperidine), (±)-BINAP, C(C)(C)(C)O[Na] (t-BuONa). The reagents and catalysts are C=1C=CC(=CC1)/C=C/C(=O)/C=C/C2=CC=CC=C2.C=1C=CC(=CC1)/C=C/C(=O)/C=C/C2=CC=CC=C2.C=1C=CC(=CC1)/C=C/C(=O)/C=C/C2=CC=CC=C2.[Pd].[Pd] (Pd2(dba)3). Run in C1(=CC=CC=C1)C (toluene). Run at temperature 85 celsius, time 2 hour. The product is C(C)(C)(C)OC(=O)N1CCC(CC1)NC=1C=NC=NC1 (4-(pyrimidin-5-ylamino)-piperidine-1-carboxylic acid tert-butyl ester). Isolated yield 73.1%. RXN SMILES: Br[C:2]1[CH:3]=[N:4][CH:5]=[N:6][CH:7]=1.[NH2:8][CH:9]1[CH2:14][CH2:13][N:12]([C:15]([O:17][C:18]([CH3:21])([CH3:20])[CH3:19])=[O:16])[CH2:11][CH2:10]1.C(O[Na])(C)(C)C>C1C=CC(/C=C/C(/C=C/C2C=CC=CC=2)=O)=CC=1.C1C=CC(/C=C/C(/C=C/C2C=CC=CC=2)=O)=CC=1.C1C=CC(/C=C/C(/C=C/C2C=CC=CC=2)=O)=CC=1.[Pd].[Pd].C1(C)C=CC=CC=1>[C:18]([O:17][C:15]([N:12]1[CH2:13][CH2:14][CH:9]([NH:8][C:2]2[CH:3]=[N:4][CH:5]=[N:6][CH:7]=2)[CH2:10][CH2:11]1)=[O:16])([CH3:21])([CH3:19])[CH3:20] |f:3.4.5.6.7|. Reported procedure: A mixture of 5-bromopyrimidine (325 mg, 2.04 mmol), 4-amino-1-Boc-piperidine (425 mg, 2.12 mmol), Pd2(dba)3 (41 mg, 0.045 mmol), (±)-BINAP (78 mg, 0.13 mmol) and t-BuONa (210 mg, 2.19 mmol) in freshly degassed toluene (7.0 mL) was stirred at 85° C. under argon for 2 hours. Basic work-up and purification gave 4-(pyrimidin-5-ylamino)-piperidine-1-carboxylic acid tert-butyl ester as a pale brown solid (415 mg, 73%). The product is Cc1oc(-c2ccccc2)nc1CCOc1ccc(C=O)c(O[Si](C)(C)C(C)(C)C(C)C)c1. RXN SMILES: [C:30]([CH3:31])([CH3:32])([CH:33]([CH3:34])[CH3:35])[Si:36]([Cl:37])([CH3:38])[CH3:39].[CH3:40][N:41]([CH3:42])[CH:43]=[O:44].[CH3:45][CH2:46][O:47][C:48]([CH3:49])=[O:50].[OH:1][c:2]1[c:3]([CH:4]=[O:5])[cH:6][cH:7][c:8]([O:10][CH2:11][CH2:12][c:13]2[n:14][c:15](-[c:19]3[cH:20][cH:21][cH:22][cH:23][cH:24]3)[o:16][c:17]2[CH3:18])[cH:9]1.[nH:25]1[cH:26][cH:27][n:28][cH:29]1>>[O:1]([c:2]1[c:3]([CH:4]=[O:5])[cH:6][cH:7][c:8]([O:10][CH2:11][CH2:12][c:13]2[n:14][c:15](-[c:19]3[cH:20][cH:21][cH:22][cH:23][cH:24]3)[o:16][c:17]2[CH3:18])[cH:9]1)[Si:36]([C:30]([CH3:31])([CH3:32])[CH:33]([CH3:34])[CH3:35])([CH3:38])[CH3:39]. Starting materials: CC(C)C(C)(C)[Si](C)(C)Cl, CN(C)C=O, CCOC(C)=O, Cc1oc(-c2ccccc2)nc1CCOc1ccc(C=O)c(O)c1, c1c[nH]cn1.